Task: describe an organic reaction: reactants, conditions, products, and yield. Dataset: the Open Reaction Database (ORD), a public repository of structured organic reaction records Reactants: OC1=CC(=CC2=C1C(C(C(O2)(C)C)CCCO)C)CCCCC (rac-3,4-Dihydro-5-hydroxy-2,2,4-trimethyl-7-pentyl-2H-1-benzopyran-3-propanol), CN(C)C=O (DMF), CN(C)C=O (DMF), [H-].[Na+] (sodium hydride), C(C)(C)(C)[Si](C1=CC=CC=C1)(C1=CC=CC=C1)Cl (tert-butylchlorodiphenylsilane). Solvent: CCOC(=O)C (EtOAc). Conditions: time 2 hour. Product: CC(C)(C)[Si](OC1=CC(=CC2=C1C(C(C(O2)(C)C)CCCO)C)CCCCC)(C2=CC=CC=C2)C2=CC=CC=C2 (5-[[(1,1-Dimethylethyl)diphenylsilyl]oxy]-3,4-dihydro-2,2,4-trimethyl-7-pentyl-2H-1-benzopyran-3-propanol). Yield: 45.0%. RXN SMILES: [OH:1][C:2]1[C:7]2[CH:8]([CH3:18])[CH:9]([CH2:14][CH2:15][CH2:16][OH:17])[C:10]([CH3:13])([CH3:12])[O:11][C:6]=2[CH:5]=[C:4]([CH2:19][CH2:20][CH2:21][CH2:22][CH3:23])[CH:3]=1.CN(C=O)C.[H-].[Na+].[C:31]([Si:35](Cl)([C:42]1[CH:47]=[CH:46][CH:45]=[CH:44][CH:43]=1)[C:36]1[CH:41]=[CH:40][CH:39]=[CH:38][CH:37]=1)([CH3:34])([CH3:33])[CH3:32]>CCOC(C)=O>[CH3:34][C:31]([Si:35]([C:42]1[CH:47]=[CH:46][CH:45]=[CH:44][CH:43]=1)([C:36]1[CH:37]=[CH:38][CH:39]=[CH:40][CH:41]=1)[O:1][C:2]1[C:7]2[CH:8]([CH3:18])[CH:9]([CH2:14][CH2:15][CH2:16][OH:17])[C:10]([CH3:12])([CH3:13])[O:11][C:6]=2[CH:5]=[C:4]([CH2:19][CH2:20][CH2:21][CH2:22][CH3:23])[CH:3]=1)([CH3:32])[CH3:33] |f:2.3|. Procedure: A solution of 3.17 g (8.78 mmol) of rac-3,4-Dihydro-5-hydroxy-2,2,4-trimethyl-7-pentyl-2H-1-benzopyran-3-propanol in 60 mL of anhy. DMF (Aldrich) was added to a suspension of 383 mg (1 eq) of sodium hydride (Aldrich) in 20 mL of anhy. DMF (Aldrich) and the mixture stirred at RT under argon for 0.5 hr. 2.28 mL (1 eq.) of tert-butylchlorodiphenylsilane (Aldrich) was then added by syringe. After stirring for 2 hr at RT the reaction was diluted with EtOAc, washed with 0.1N aq. HCl, water, sat. aq. N... The reactants are [Br-], CC#N, O=S(=O)(c1ccc(Cl)nc1)C(c1cc(F)ccc1F)c1ccncc1Cl, ClCCl, [F-], [K+], c1ccc([P+](c2ccccc2)(c2ccccc2)c2ccccc2)cc1. Yields the product O=S(=O)(c1ccc(F)nc1)C(c1cc(F)ccc1F)c1ccncc1Cl. As a reaction SMILES: [Br-:32].[CH3:1][C:2]#[N:3].[Cl:4][c:5]1[n:6][cH:7][c:8]([S:11](=[O:12])(=[O:13])[CH:14]([c:15]2[c:16]([F:22])[cH:17][cH:18][c:19]([F:21])[cH:20]2)[c:23]2[c:24]([Cl:29])[cH:25][n:26][cH:27][cH:28]2)[cH:9][cH:10]1.[Cl:58][CH2:59][Cl:60].[F-:30].[K+:31].[c:33]1([P+:34]([c:35]2[cH:36][cH:37][cH:38][cH:39][cH:40]2)([c:41]2[cH:42][cH:43][cH:44][cH:45][cH:46]2)[c:47]2[cH:48][cH:49][cH:50][cH:51][cH:52]2)[cH:53][cH:54][cH:55][cH:56][cH:57]1>>[c:5]1([F:30])[n:6][cH:7][c:8]([S:11](=[O:12])(=[O:13])[CH:14]([c:15]2[c:16]([F:22])[cH:17][cH:18][c:19]([F:21])[cH:20]2)[c:23]2[c:24]([Cl:29])[cH:25][n:26][cH:27][cH:28]2)[cH:9][cH:10]1.